From a dataset of the Open Reaction Database (ORD), a public repository of structured organic reaction records. describe an organic reaction: reactants, conditions, products, and yield Reactants: C(#N)C=1C=C2C=CNC2=CC1 (5-cyanoindole), C(C)(=O)OCC (Ethyl acetate), BrCC1=C(C=C(C(=O)OC)C=C1)OC (methyl 4-bromomethyl-3-methoxybenzoate). The reagents and catalysts are C([O-])([O-])=O.[Ag+2] (silver carbonate). Run in C1(=CC=CC=C1)C (toluene). Reaction conditions: time 4 hour. Product: C(#N)C=1C=C2C(=CNC2=CC1)CC1=C(C=C(C(=O)OC)C=C1)OC (methyl 4-(5-cyanoindol-3-ylmethyl)-3-methoxybenzoate). Yield: 52.4%. Reaction SMILES: [C:1]([C:3]1[CH:4]=[C:5]2[C:9](=[CH:10][CH:11]=1)[NH:8][CH:7]=[CH:6]2)#[N:2].Br[CH2:13][C:14]1[CH:23]=[CH:22][C:17]([C:18]([O:20][CH3:21])=[O:19])=[CH:16][C:15]=1[O:24][CH3:25].C(OCC)(=O)C>C1(C)C=CC=CC=1.C(=O)([O-])[O-].[Ag+2]>[C:1]([C:3]1[CH:4]=[C:5]2[C:9](=[CH:10][CH:11]=1)[NH:8][CH:7]=[C:6]2[CH2:13][C:14]1[CH:23]=[CH:22][C:17]([C:18]([O:20][CH3:21])=[O:19])=[CH:16][C:15]=1[O:24][CH3:25])#[N:2] |f:4.5|. Reported procedure: A mixture of 5-cyanoindole (10 g) and freshly prepared silver carbonate on diatomaceous earth (40.66 g) was stirred and heated under reflux in toluene (100 ml) for 18 hr, under an atmosphere of nitrogen. The mixture was cooled to room temperature, methyl 4-bromomethyl-3-methoxybenzoate (22.7 g) added, and stirring continued for 4 hr. Ethyl acetate (200 ml) was added, the mixture filtered through diatomaceous earth, the filter pad washed with ethyl acetate and the filtrate evaporated. The dark oi... The reactants are CO, O=C(Nc1cncc2[nH]c3c([N+](=O)[O-])cc(Cl)cc3c12)C(F)(F)F. Product: Nc1cc(Cl)cc2c1[nH]c1cncc(NC(=O)C(F)(F)F)c12. Reaction SMILES: [CH3:25][OH:26].[Cl:1][c:2]1[cH:3][c:4]2[c:5]3[c:6]([NH:18][C:19]([C:20]([F:21])([F:22])[F:23])=[O:24])[cH:7][n:8][cH:9][c:10]3[nH:11][c:12]2[c:13]([N+:15]([O-:16])=[O:17])[cH:14]1>>[Cl:1][c:2]1[cH:3][c:4]2[c:5]3[c:6]([NH:18][C:19]([C:20]([F:21])([F:22])[F:23])=[O:24])[cH:7][n:8][cH:9][c:10]3[nH:11][c:12]2[c:13]([NH2:15])[cH:14]1. Reactants: FC1=C(N)C(=C(C=C1OC)OC)F (2,6-difluoro-3,5-dimethoxyaniline), N(=O)[O-].[Na+] (sodium nitrite), [I-].[K+] (potassium iodide). Solvent: Cl (hydrogen chloride), O (water), O (water), O (water). Run at time 15 minute. Product: FC1=C(C=C(C(=C1I)F)OC)OC (2,4-difluoro-3-iodo-1,5-dimethoxybenzene). Isolated yield 72.5%. Reaction SMILES: [F:1][C:2]1[C:8]([O:9][CH3:10])=[CH:7][C:6]([O:11][CH3:12])=[C:5]([F:13])[C:3]=1N.N([O-])=O.[Na+].[I-:18].[K+]>Cl.O>[F:1][C:2]1[C:3]([I:18])=[C:5]([F:13])[C:6]([O:11][CH3:12])=[CH:7][C:8]=1[O:9][CH3:10] |f:1.2,3.4|. Procedure details: To a stirred slurry of 2,6-difluoro-3,5-dimethoxyaniline (1.00 g, 5.29 mmol) in 6.0 M hydrogen chloride in water (9.00 mL, 54.0 mmol), a solution of sodium nitrite (0.383 g, 5.55 mmol) in water (2 mL) was added dropwise over 15 minutes at 0° C. After another 15 minutes, the resulting orange-red slurry was added to a solution of potassium iodide (3.50 g, 21.1 mmol) in water (5 mL) in small portions at 0° C. After addition, the reaction mixture was allowed to warm to room temperature and then it w...